Dataset: the Open Reaction Database (ORD), a public repository of structured organic reaction records. Task: describe an organic reaction: reactants, conditions, products, and yield Starting materials: C(=O)([O-])[O-].[K+].[K+] (K2CO3), alkylated triazole, C(C)(C)(C)C1=NNC(=N1)CC(=O)OCC (Ethyl (3-tert-Butyl-1H-1,2,4-triazol-5-yl)acetate), BrCCOC (1-bromo-2-methoxyethane). Run in CN(C)C=O (DMF), O (water). Run at temperature 55 celsius, time 6 hour. Product: C(C)OC(CC1=NC(=NN1CCOC)C(C)(C)C)=O (ethyl[3-tert-Butyl-1-(2-methoxyethyl)-1H-1,2,4-triazol-5-yl]acetate). Yield: 66.1%. RXN SMILES: [C:1]([C:5]1[N:9]=[C:8]([CH2:10][C:11]([O:13][CH2:14][CH3:15])=[O:12])[NH:7][N:6]=1)([CH3:4])([CH3:3])[CH3:2].Br[CH2:17][CH2:18][O:19][CH3:20].C([O-])([O-])=O.[K+].[K+]>CN(C=O)C.O>[CH2:14]([O:13][C:11](=[O:12])[CH2:10][C:8]1[N:7]([CH2:17][CH2:18][O:19][CH3:20])[N:6]=[C:5]([C:1]([CH3:4])([CH3:2])[CH3:3])[N:9]=1)[CH3:15] |f:2.3.4|. Procedure details: Ethyl (3-tert-Butyl-1H-1,2,4-triazol-5-yl)acetate (Preparation 116, 27.4 g, 0.13 mol) and 1-bromo-2-methoxyethane (13.7 mL, 0.143 mol) was dissolved in DMF (400 mL). K2CO3 (90.0 g, 0.65 mol) was added and the reaction mixture was stirred for 6 hours at 50-60° C. The reaction was cooled to room temperature, diluted with water (400 mL), and extracted with Et2O (3×100 mL). The combined organic extracts were washed with brine (3×200 mL), dried with Na2SO4, and evaporated to afford a mixture of alkyl... Starting materials: CC(C)(CO)CO, ClCCl, O=C(Cl)Cl, Cl. Yields the product CC1(C)COC(=O)OC1. As a reaction SMILES: [CH3:5][C:6]([CH2:7][OH:8])([CH2:9][OH:10])[CH3:11].[Cl:13][CH2:14][Cl:15].[Cl:1][C:2]([Cl:3])=[O:4].[ClH:12]>>[C:2]1(=[O:4])[O:8][CH2:7][C:6]([CH3:5])([CH3:11])[CH2:9][O:10]1.